Dataset: the Open Reaction Database (ORD), a public repository of structured organic reaction records. Task: describe an organic reaction: reactants, conditions, products, and yield Reactants: Fc1ccccc1C1NCCNc2ccc(Br)cc21, O=C([O-])[O-], CN(C)C=O, [K+], [K+], O, OB(O)c1ccncc1. Yields the product Fc1ccccc1C1NCCNc2ccc(-c3ccncc3)cc21. As a reaction SMILES: [Br:1][c:2]1[cH:3][cH:4][c:5]2[c:6]([cH:19]1)[CH:7]([c:12]1[c:13]([F:18])[cH:14][cH:15][cH:16][cH:17]1)[NH:8][CH2:9][CH2:10][NH:11]2.[C:29](=[O:30])([O-:31])[O-:32].[CH3:35][N:36]([CH3:37])[CH:38]=[O:39].[K+:33].[K+:34].[OH2:40].[n:20]1[cH:21][cH:22][c:23]([B:26]([OH:27])[OH:28])[cH:24][cH:25]1>>[c:2]1(-[c:23]2[cH:22][cH:21][n:20][cH:25][cH:24]2)[cH:3][cH:4][c:5]2[c:6]([cH:19]1)[CH:7]([c:12]1[c:13]([F:18])[cH:14][cH:15][cH:16][cH:17]1)[NH:8][CH2:9][CH2:10][NH:11]2. Reactants: CC(O)c1noc(-c2cccc(Cl)c2)n1, CN(C)C=O, O=S(Cl)Cl. The product is CC(Cl)c1noc(-c2cccc(Cl)c2)n1. As a reaction SMILES: [Cl:6][c:7]1[cH:8][c:9](-[c:13]2[n:14][c:15]([CH:18]([CH3:19])[OH:20])[n:16][o:17]2)[cH:10][cH:11][cH:12]1.[O:1]=[CH:2][N:3]([CH3:4])[CH3:5].[S:21]([Cl:22])([Cl:23])=[O:24]>>[Cl:6][c:7]1[cH:8][c:9](-[c:13]2[n:14][c:15]([CH:18]([CH3:19])[Cl:23])[n:16][o:17]2)[cH:10][cH:11][cH:12]1. Starting materials: CC(=O)O[BH-](OC(C)=O)OC(C)=O, CN1CCNCC1, NC(=O)c1sc(Nc2cc(C=O)ccc2[N+](=O)[O-])nc1-c1ccc(Cl)cc1, ClCCl, [Na+]. Yields the product CN1CCN(Cc2ccc([N+](=O)[O-])c(Nc3nc(-c4ccc(Cl)cc4)c(C(N)=O)s3)c2)CC1. As a reaction SMILES: [C:28]([O:29][BH-:30]([O:31][C:32](=[O:33])[CH3:34])[O:35][C:36](=[O:37])[CH3:38])(=[O:39])[CH3:40].[CH3:42][N:43]1[CH2:44][CH2:45][NH:46][CH2:47][CH2:48]1.[Cl:1][c:2]1[cH:3][cH:4][c:5](-[c:8]2[n:9][c:10]([NH:16][c:17]3[c:18]([N+:25](=[O:26])[O-:27])[cH:19][cH:20][c:21]([CH:23]=[O:24])[cH:22]3)[s:11][c:12]2[C:13](=[O:14])[NH2:15])[cH:6][cH:7]1.[Cl:49][CH2:50][Cl:51].[Na+:41]>>[Cl:1][c:2]1[cH:3][cH:4][c:5](-[c:8]2[n:9][c:10]([NH:16][c:17]3[c:18]([N+:25](=[O:26])[O-:27])[cH:19][cH:20][c:21]([CH2:23][N:46]4[CH2:45][CH2:44][N:43]([CH3:42])[CH2:48][CH2:47]4)[cH:22]3)[s:11][c:12]2[C:13](=[O:14])[NH2:15])[cH:6][cH:7]1. The reactants are CCN(C(C)C)C(C)C (DIEA), Cl.N1CCC(CC1)C1=CC=C(C=C1)NC=1N=C(N=NC1C(=O)N)N1C[C@@H](CCC1)NC(=O)N1CCCCC1 ((R)-5-(4-(Piperidin-4-yl)phenylamino)-3-(3-(piperidine-1-carboxamido)piperidin-1-yl)-1,2,4-triazine-6-carboxamide hydrochloride), C(CC)(=O)Cl (propionyl chloride). Run in CN(C)C=O (DMF). Reaction conditions: time 1 hour. Yields the product N1(CCCCC1)C(=O)N[C@H]1CN(CCC1)C=1N=NC(=C(N1)NC1=CC=C(C=C1)C1CCN(CC1)C(CC)=O)C(=O)N ((R)-3-(3-(piperidine-1-carboxamido)piperidin-1-yl)-5-(4-(1-propionylpiperidin-4-yl)phenylamino)-1,2,4-triazine-6-carboxamide). RXN SMILES: Cl.[NH:2]1[CH2:7][CH2:6][CH:5]([C:8]2[CH:13]=[CH:12][C:11]([NH:14][C:15]3[N:16]=[C:17]([N:24]4[CH2:29][CH2:28][CH2:27][C@@H:26]([NH:30][C:31]([N:33]5[CH2:38][CH2:37][CH2:36][CH2:35][CH2:34]5)=[O:32])[CH2:25]4)[N:18]=[N:19][C:20]=3[C:21]([NH2:23])=[O:22])=[CH:10][CH:9]=2)[CH2:4][CH2:3]1.CCN(C(C)C)C(C)C.[C:48](Cl)(=[O:51])[CH2:49][CH3:50]>CN(C=O)C>[N:33]1([C:31]([NH:30][C@@H:26]2[CH2:27][CH2:28][CH2:29][N:24]([C:17]3[N:18]=[N:19][C:20]([C:21]([NH2:23])=[O:22])=[C:15]([NH:14][C:11]4[CH:12]=[CH:13][C:8]([CH:5]5[CH2:6][CH2:7][N:2]([C:48](=[O:51])[CH2:49][CH3:50])[CH2:3][CH2:4]5)=[CH:9][CH:10]=4)[N:16]=3)[CH2:25]2)=[O:32])[CH2:38][CH2:37][CH2:36][CH2:35][CH2:34]1 |f:0.1|. Reported procedure: (R)-5-(4-(Piperidin-4-yl)phenylamino)-3-(3-(piperidine-1-carboxamido)piperidin-1-yl)-1,2,4-triazine-6-carboxamide hydrochloride (494) (70 mg, 0.13 mmol) was dissolved in 4 mL DMF. To it were added DIEA (230 μL, 1.30 mmol) and then propionyl chloride (36 μL, 0.39 mmol). The mixture was stirred at RT for 1 hour, quenched with 0.3 mL TFA, and directly subjected to reverse phase prep HPLC to isolate the title compound, (R)-3-(3-(piperidine-1-carboxamido)piperidin-1-yl)-5-(4-(1-propionylpiperidin-4-y... Reactants: ClC=1C=CC2=C([C@](OC(N2)=O)(C(F)(F)F)C#CC2CC2)C1 ((S)-6-chloro-4-cyclopropylethynyl-4-trifluoromethyl-1,4-dihydro-2H-3,1-benzoxazin-2-one), ClC1=CC=C(N)C=C1 (4-chloroaniline), C(C(C)(C)C)(=O)Cl (pivaloyl chloride), [OH-] (hydroxide). Yields the product alkyl lithium, FC(C(=O)OCC)(F)F (ethyl triflouroacetate). Reaction SMILES: ClC1C=CC2NC(=O)[O:8][C@:7](C#CC3CC3)([C:12]([F:15])([F:14])[F:13])C=2C=1.Cl[C:23]1[CH:29]=CC(N)=CC=1.C(Cl)(=[O:35])C(C)(C)C.[OH-]>>[F:13][C:12]([F:15])([F:14])[C:7]([O:35][CH2:29][CH3:23])=[O:8]. Procedure: Synthesis of (S)-6-chloro-4-cyclopropylethynyl-4-trifluoromethyl-1,4-dihydro-2H-3,1-benzoxazin-2-one can be accomplished through the use of commercially available 4-chloroaniline. After reaction with pivaloyl chloride in the presence of hydroxide to afford the corresponding amide, treatment with an alkyl lithium and ethyl triflouroacetate is followed by acidification with a mineral acid to provide the salt of the triflouroketone (Scheme 1).